This data is from the Open Reaction Database (ORD), a public repository of structured organic reaction records. The task is: describe an organic reaction: reactants, conditions, products, and yield Starting materials: C(=O)(OC(C)(C)C)N1CCC(CC1)CCOC1=NC=C(C(=O)OC)C=C1 (Methyl 6-[2-(N-BOC-4-Piperidinyl)ethyloxy]nicotinate), [Li+].[OH-] (LiOH). Solvent: C1CCOC1 (THF). The product is C(=O)(OC(C)(C)C)N1CCC(CC1)CCOC1=NC=C(C(=O)O)C=C1 (6-[2-(N-BOC-4-Piperidinyl)ethyloxy]nicotinic Acid). Yield: 61.8%. Reaction SMILES: [C:1]([N:8]1[CH2:13][CH2:12][CH:11]([CH2:14][CH2:15][O:16][C:17]2[CH:26]=[CH:25][C:20]([C:21]([O:23]C)=[O:22])=[CH:19][N:18]=2)[CH2:10][CH2:9]1)([O:3][C:4]([CH3:7])([CH3:6])[CH3:5])=[O:2].[Li+].[OH-]>C1COCC1>[C:1]([N:8]1[CH2:13][CH2:12][CH:11]([CH2:14][CH2:15][O:16][C:17]2[CH:26]=[CH:25][C:20]([C:21]([OH:23])=[O:22])=[CH:19][N:18]=2)[CH2:10][CH2:9]1)([O:3][C:4]([CH3:7])([CH3:6])[CH3:5])=[O:2] |f:1.2|. Procedure: A solution of 14-2 (650 mg, 1.2 mmol), 1N LiOH (3 mL), and THF (5 mL) was stirred at ambient temperature for 20 h. The reaction mixture was then washed with EtOAc followed by acidification with 5% KHSO4, then extraction with EtOAc. The EtOAc extract was washed with brine, dried (MgSO4) and concentrated to give 14-3 (260 mg) as a white solid. Rf 0.64 (silica, 10:2:2 (CH2Cl2 /CH3OH/AcOH). The reactants are C(C)OC(CCl)=O (Ethylchloroacetate), OC1=CC=C(C=O)C=C1 (4-Hydroxybenzaldehyde), C([O-])([O-])=O.[K+].[K+] (potassium carbonate), C1(=CC=C(C=C1)S(=O)(=O)O)C (p-toluenesulfonic acid), II (iodine). Solvent: O (water), C1(=CC=CC=C1)C (toluene), O (water). The product is C(=O)(OCC)COC1=CC=C(C=O)C=C1 (4-((carboethoxy)methoxy)benzaldehyde). RXN SMILES: [OH:1][C:2]1[CH:9]=[CH:8][C:5]([CH:6]=[O:7])=[CH:4][CH:3]=1.C(=O)([O-])[O-].[K+].[K+].C1(C)C=CC(S(O)(=O)=O)=CC=1.II.[CH2:29]([O:31][C:32](=[O:35])[CH2:33]Cl)[CH3:30]>O.C1(C)C=CC=CC=1>[C:32]([CH2:33][O:1][C:2]1[CH:9]=[CH:8][C:5]([CH:6]=[O:7])=[CH:4][CH:3]=1)([O:31][CH2:29][CH3:30])=[O:35] |f:1.2.3|. Procedure details: 4-Hydroxybenzaldehyde (250 g, 2.05 M), potassium carbonate (565 g, 4.09 M), toluene (2.5 L), p-toluenesulfonic acid (39 g, 0.21 M) and iodine (2 g, catalytic) were taken in a 5 L 4-neck round bottom flask with mechanical stirrer and a Dean-Stark condenser. Ethylchloroacetate (251 g, 2.05 M) was added and the reaction was refluxed for 6-8 hours, under azeotropic removal of water, while monitoring the reaction on TLC. After the completion of tile reaction, water was added and the organic layer sep... Reactants: C1CCC(CC1)N=C=NC2CCCCC2 (DCC), C(C)(C)(C)OC(CC(CCCCCCCCCCCCCCC)O)=O (3-hydroxyoctadecanoic acid t-butyl ester), C(CCCCCCCCC)(=O)NCCCCCC(=O)O (6-decanamidohexanoic acid). Reagents/catalysts: CN(C)C=1C=CN=CC1 (DMAP). The solvent is C(Cl)Cl (methylenechloride). Conditions: time 2 day. Product: C(C)(C)(C)OC(CC(CCCCCCCCCCCCCCC)OC(CCCCCNC(CCCCCCCCC)=O)=O)=O (3-(6-decanamidohexanoyloxy)octadecanoic acid t-butyl ester). Isolated yield 22.2%. As a reaction SMILES: [C:1]([O:5][C:6](=[O:25])[CH2:7][CH:8]([OH:24])[CH2:9][CH2:10][CH2:11][CH2:12][CH2:13][CH2:14][CH2:15][CH2:16][CH2:17][CH2:18][CH2:19][CH2:20][CH2:21][CH2:22][CH3:23])([CH3:4])([CH3:3])[CH3:2].[C:26]([NH:37][CH2:38][CH2:39][CH2:40][CH2:41][CH2:42][C:43](O)=[O:44])(=[O:36])[CH2:27][CH2:28][CH2:29][CH2:30][CH2:31][CH2:32][CH2:33][CH2:34][CH3:35].C1CCC(N=C=NC2CCCCC2)CC1>CN(C1C=CN=CC=1)C.C(Cl)Cl>[C:1]([O:5][C:6](=[O:25])[CH2:7][CH:8]([O:24][C:43](=[O:44])[CH2:42][CH2:41][CH2:40][CH2:39][CH2:38][NH:37][C:26](=[O:36])[CH2:27][CH2:28][CH2:29][CH2:30][CH2:31][CH2:32][CH2:33][CH2:34][CH3:35])[CH2:9][CH2:10][CH2:11][CH2:12][CH2:13][CH2:14][CH2:15][CH2:16][CH2:17][CH2:18][CH2:19][CH2:20][CH2:21][CH2:22][CH3:23])([CH3:2])([CH3:4])[CH3:3]. Procedure details: 1.57 g of 3-hydroxyoctadecanoic acid t-butyl ester and 1.30 g of 6-decanamidohexanoic acid were mixed with 30 ml of methylenechloride and after adding thereto 50 mg of DMAP and 930 mg of DCC while stirring, the mixture was stirred for 2 days at room temperature. Precipitates formed were removed by filtration and the filtrate was washed with 10 ml of 0.1N hydrochloric acid, and then washed twice with water, dried over anhydrous magnesium sulfate, and concentrated. The concentrate was subjected to... The reactants are CC(C)(C)[Si](C)(C)Cl, CN(C)C=O, O, N#CCc1ccc(O)cc1, c1c[nH]cn1. The product is CC(C)(C)[Si](C)(C)Oc1ccc(CC#N)cc1. As a reaction SMILES: [C:16]([CH3:17])([CH3:18])([CH3:19])[Si:20]([CH3:21])([CH3:22])[Cl:23].[CH3:24][N:25]([CH3:26])[CH:27]=[O:28].[OH2:29].[OH:1][c:2]1[cH:3][cH:4][c:5]([CH2:6][C:7]#[N:8])[cH:9][cH:10]1.[nH:11]1[cH:12][cH:13][n:14][cH:15]1>>[O:1]([c:2]1[cH:3][cH:4][c:5]([CH2:6][C:7]#[N:8])[cH:9][cH:10]1)[Si:20]([C:16]([CH3:17])([CH3:18])[CH3:19])([CH3:21])[CH3:22]. Reactants: CN (methylamine), ClC1=C(C=NC2=CC=CC=C12)[N+](=O)[O-] (4-chloro-3-nitroquinoline). Solvent: O (water). The product is CNC1=C(C=NC2=CC=CC=C12)[N+](=O)[O-] (4-methylamino-3-nitroquinoline). As a reaction SMILES: [CH3:1][NH2:2].Cl[C:4]1[C:13]2[C:8](=[CH:9][CH:10]=[CH:11][CH:12]=2)[N:7]=[CH:6][C:5]=1[N+:14]([O-:16])=[O:15]>O>[CH3:1][NH:2][C:4]1[C:13]2[C:8](=[CH:9][CH:10]=[CH:11][CH:12]=2)[N:7]=[CH:6][C:5]=1[N+:14]([O-:16])=[O:15]. Reported procedure: To a stirred solution of 40% aqueous methylamine was added, in small portions, 30.0 g (0.144 mole) of 4-chloro-3-nitroquinoline. The reaction mixture was then heated at its reflux temperature for about 0.75 hour. After cooling, the mixture was poured in 300 ml of water. The solid was separated by filtration, and was then suspended in 300 ml of water. Acidification with 6N hydrochloric acid to pH 3 to 4 effected dissolution of most of the solid. Filtration was followed by basification of the filt... Starting materials: B, C1CCOC1, C1CCOC1, O=C(O)C(O)Cc1ccccc1. Reaction SMILES: [BH3:13].[CH2:14]1[O:15][CH2:16][CH2:17][CH2:18]1.[CH2:19]1[O:20][CH2:21][CH2:22][CH2:23]1.[OH:1][CH:2]([C:3](=[O:4])[OH:5])[CH2:6][c:7]1[cH:8][cH:9][cH:10][cH:11][cH:12]1>>[OH:1][CH:2]([CH2:3][OH:4])[CH2:6][c:7]1[cH:8][cH:9][cH:10][cH:11][cH:12]1. The product is OCC(O)Cc1ccccc1. Reactants: ClC1=C(C(=O)OC(C)C)C=C(C(=C1)F)N1C(NC(=C(C1=O)F)C(C(F)(F)F)(F)F)=O (isopropyl 2-chloro-5-[3,6-dihydro-2,6-dioxo-5-fluoro-4-pentafluoroethyl -1(2H) -pyrimidinyl]-4-fluorobenzoate), C([O-])(O)=O.[Na+] (sodium bicarbonate), S(=O)(=O)(OC)OC (dimethyl sulphate). Run in CC(=O)C (acetone). Product: ClC1=C(C(=O)OC(C)C)C=C(C(=C1)F)N1C(=NC(=C(C1=O)F)C(C(F)(F)F)(F)F)OC (isopropyl 2-chloro-4-fluoro-5-[5-fluoro-2-methoxy-6-oxo-4-pentafluoroethyl -1(6H)-pyrimidinyl]-benzoate). RXN SMILES: [Cl:1][C:2]1[CH:13]=[C:12]([F:14])[C:11]([N:15]2[C:20](=[O:21])[C:19]([F:22])=[C:18]([C:23]([F:29])([F:28])[C:24]([F:27])([F:26])[F:25])[NH:17][C:16]2=[O:30])=[CH:10][C:3]=1[C:4]([O:6][CH:7]([CH3:9])[CH3:8])=[O:5].[C:31](=O)(O)[O-].[Na+].S(OC)(OC)(=O)=O>CC(C)=O>[Cl:1][C:2]1[CH:13]=[C:12]([F:14])[C:11]([N:15]2[C:20](=[O:21])[C:19]([F:22])=[C:18]([C:23]([F:28])([F:29])[C:24]([F:25])([F:26])[F:27])[N:17]=[C:16]2[O:30][CH3:31])=[CH:10][C:3]=1[C:4]([O:6][CH:7]([CH3:8])[CH3:9])=[O:5] |f:1.2|. Procedure details: A mixture of 9.2 g of crude isopropyl 2-chloro-5-[3,6-dihydro-2,6-dioxo-5-fluoro-4-pentafluoroethyl -1(2H) -pyrimidinyl]-4-fluorobenzoate, 3.36 g of sodium bicarbonate and 3.78 g of dimethyl sulphate in 50 ml of anhydrous acetone is heated to reflux temperature for 3 hours. After cooling the solid constituents are filtered off under suction and the filtrate is evaporated to dryness under reduced pressure. The residue is separated by chromatography on a silica gel column using n-hexane/diethyl et...